From a dataset of the Open Reaction Database (ORD), a public repository of structured organic reaction records. describe an organic reaction: reactants, conditions, products, and yield Starting materials: CC(C)(C)N, CO, COc1cc(C2=NNC(=O)CC2)ccc1OCC1CO1. Yields the product COc1cc(C2=NNC(=O)CC2)ccc1OCC(O)CNC(C)(C)C. RXN SMILES: [C:21]([CH3:22])([CH3:23])([CH3:24])[NH2:25].[CH3:26][OH:27].[O:1]1[CH:2]([CH2:3][O:4][c:5]2[c:6]([O:18][CH3:19])[cH:7][c:8]([C:11]3=[N:16][NH:15][C:14](=[O:17])[CH2:13][CH2:12]3)[cH:9][cH:10]2)[CH2:20]1>>[OH:1][CH:2]([CH2:3][O:4][c:5]1[c:6]([O:18][CH3:19])[cH:7][c:8]([C:11]2=[N:16][NH:15][C:14](=[O:17])[CH2:13][CH2:12]2)[cH:9][cH:10]1)[CH2:20][NH:25][C:21]([CH3:22])([CH3:23])[CH3:24]. Reactants: BrCCP(=O)(OCC)OCC (BrCH2CH2P(O)(OC2H5)2), [H-].[Na+] (NaH), oil, 1,2-HS(C6H4)SH. Solvent: CCCCCC (hexane). Run at temperature 0 celsius. Product: C(=C)P(OCC)(OCC)=O (diethyl vinylphosphonate). The yield is 94.0%. As a reaction SMILES: [H-].[Na+].Br[CH2:4][CH2:5][P:6]([O:11][CH2:12][CH3:13])([O:8][CH2:9][CH3:10])=[O:7]>CCCCCC>[CH:5]([P:6](=[O:7])([O:11][CH2:12][CH3:13])[O:8][CH2:9][CH3:10])=[CH2:4] |f:0.1|. Procedure: A sample of 60% NaH in mineral oil (32 mmol) was placed in a 2-neck round bottom flask and charged with dry hexane (20 mL). This solution was allowed to stir for ten minutes, after which the hexane-mineral oil layer was completely removed. The flask was then charged with dry tetrahydrofuran (100 mL), followed by dropwise addition of 1,2-HS(C6H4)SH (14 mmol) with constant stirring. The resulting solution was cooled at 0° C. and BrCH2CH2P(O)(OC2H5)2 (30 mmol) was added dropwise with constant stirr... Reactants: O=C([O-])[O-], CC(C)Cn1c(C(F)(F)F)nc2cc(F)c(-n3c(=O)cc(C(F)(F)F)[nH]c3=O)cc21, [K+], [K+], Cc1cc(C)c(S(=O)(=O)ON)c(C)c1, C1CCOC1, O. Product: CC(C)Cn1c(C(F)(F)F)nc2cc(F)c(-n3c(=O)cc(C(F)(F)F)n(N)c3=O)cc21. RXN SMILES: [C:31](=[O:32])([O-:33])[O-:34].[CH3:1][CH:2]([CH2:3][n:4]1[c:5]([C:26]([F:27])([F:28])[F:29])[n:6][c:7]2[c:8]1[cH:9][c:10](-[n:14]1[c:15](=[O:25])[nH:16][c:17]([C:21]([F:22])([F:23])[F:24])[cH:18][c:19]1=[O:20])[c:11]([F:13])[cH:12]2)[CH3:30].[K+:35].[K+:36].[NH2:37][O:38][S:39]([c:40]1[c:41]([CH3:42])[cH:43][c:44]([CH3:45])[cH:46][c:47]1[CH3:48])(=[O:49])=[O:50].[O:51]1[CH2:52][CH2:53][CH2:54][CH2:55]1.[OH2:56]>>[CH3:1][CH:2]([CH2:3][n:4]1[c:5]([C:26]([F:27])([F:28])[F:29])[n:6][c:7]2[c:8]1[cH:9][c:10](-[n:14]1[c:15](=[O:25])[n:16]([NH2:37])[c:17]([C:21]([F:22])([F:23])[F:24])[cH:18][c:19]1=[O:20])[c:11]([F:13])[cH:12]2)[CH3:30].